This data is from the Open Reaction Database (ORD), a public repository of structured organic reaction records. The task is: describe an organic reaction: reactants, conditions, products, and yield Reactants: C(=O)CC(=O)OC(CC=O)=O (formyl acetic anhydride), OC1=C(C(=O)CC#N)C=CC(=C1)O (2,4-dihydroxybenzoylacetonitrile). The solvent is N1=CC=CC=C1 (pyridine). Run at temperature -10 celsius, time 8 hour. Yields the product C(C)(=O)O.OC1=CC2=C(C(C(=CO2)C#N)=O)C=C1 (7-hydroxy-4-oxo-4H-1-benzopyran-3 -carbonitrile acetate). Yield: 21.4%. Reaction SMILES: [CH:1]([CH2:3][C:4]([O:6]C(=O)CC=O)=[O:5])=O.[OH:12][C:13]1[CH:23]=[C:22]([OH:24])[CH:21]=[CH:20][C:14]=1[C:15]([CH2:17][C:18]#[N:19])=[O:16]>N1C=CC=CC=1>[C:4]([OH:6])(=[O:5])[CH3:3].[OH:24][C:22]1[CH:21]=[CH:20][C:14]2[C:15](=[O:16])[C:17]([C:18]#[N:19])=[CH:1][O:12][C:13]=2[CH:23]=1 |f:3.4|. Procedure: To a mixture of 105 g (1.2 mol) of formyl acetic anhydride and 40 ml of pyridine cooled to -10°C was added 16.5 g (0.1 mol) of 2,4-dihydroxybenzoylacetonitrile. This mixture was stirred overnight, allowing the reaction to warm to room temperature. The mixture was evaporated in vacuo and the residue was triturated with ethanol and filtered to give 23.3 g of crude material. Recrystallization of this solid from absolute ethanol gave 5.3 g of 7-hydroxy-4-oxo-4H-1-benzopyran-3 -carbonitrile acetate, ... Reactants: c1ccc(COc2ccc3cc(N=C(c4ccccc4)c4ccccc4)c(OCc4ccccc4)cc3c2)cc1, C1CCOC1, Cl, [Na+], [OH-]. The product is Nc1cc2ccc(OCc3ccccc3)cc2cc1OCc1ccccc1. Reaction SMILES: [C:1]([c:2]1[cH:3][cH:4][cH:5][cH:6][cH:7]1)([c:8]1[cH:9][cH:10][cH:11][cH:12][cH:13]1)=[N:14][c:15]1[cH:16][c:17]2[cH:18][cH:19][c:20]([O:33][CH2:34][c:35]3[cH:36][cH:37][cH:38][cH:39][cH:40]3)[cH:21][c:22]2[cH:23][c:24]1[O:25][CH2:26][c:27]1[cH:28][cH:29][cH:30][cH:31][cH:32]1.[CH2:44]1[O:45][CH2:46][CH2:47][CH2:48]1.[ClH:41].[Na+:43].[OH-:42]>>[NH2:14][c:15]1[cH:16][c:17]2[cH:18][cH:19][c:20]([O:33][CH2:34][c:35]3[cH:36][cH:37][cH:38][cH:39][cH:40]3)[cH:21][c:22]2[cH:23][c:24]1[O:25][CH2:26][c:27]1[cH:28][cH:29][cH:30][cH:31][cH:32]1. The reactants are C[S+](C)(C)=O, CS(C)=O, [H-], [I-], CC(C)(C)OC(=O)N1CCC(n2nc(-c3ccc(N=Cc4ccccc4O)cc3)c3c(N)ncnc32)CC1, [Na+], O. The product is CC(C)(C)OC(=O)N1CCC(n2nc(-c3ccc(NC4COc5ccccc54)cc3)c3c(N)ncnc32)CC1. RXN SMILES: [CH3:2][S+:3]([CH3:4])([CH3:5])=[O:6].[CH3:48][S:49]([CH3:50])=[O:51].[H-:7].[I-:1].[NH2:9][c:10]1[c:11]2[c:12]([n:13][cH:14][n:15]1)[n:16]([CH:34]1[CH2:35][CH2:36][N:37]([C:40](=[O:41])[O:42][C:43]([CH3:44])([CH3:45])[CH3:46])[CH2:38][CH2:39]1)[n:17][c:18]2-[c:19]1[cH:20][cH:21][c:22]([N:25]=[CH:26][c:27]2[c:28]([OH:33])[cH:29][cH:30][cH:31][cH:32]2)[cH:23][cH:24]1.[Na+:8].[OH2:47]>>[CH2:2]1[CH:26]([NH:25][c:22]2[cH:21][cH:20][c:19](-[c:18]3[c:11]4[c:10]([NH2:9])[n:15][cH:14][n:13][c:12]4[n:16]([CH:34]4[CH2:35][CH2:36][N:37]([C:40](=[O:41])[O:42][C:43]([CH3:44])([CH3:45])[CH3:46])[CH2:38][CH2:39]4)[n:17]3)[cH:24][cH:23]2)[c:27]2[c:28]([cH:29][cH:30][cH:31][cH:32]2)[O:33]1.